Dataset: the Open Reaction Database (ORD), a public repository of structured organic reaction records. Task: describe an organic reaction: reactants, conditions, products, and yield Starting materials: FC=1C=C(C=C(C1)F)CC(=O)N[C@@H](C)C(=O)O (N-(3,5-Difluorophenylacetyl)-L-alanine), NC1C(NC(C2=CC=CC=C12)C)=O (4-amino-1-methyl-1,2,3,4-tetrahydroisoquinoline-3-one). Yields the product FC=1C=C(C=C(C1)F)CC(=O)N[C@@H](C)C(=O)NC1C(NC(C2=CC=CC=C12)C)=O (4-(N′-(3,5-Difluorophenylacetyl)-L-alaninyl)amino-1-methyl-1,2,3,4-tetrahydroisoquinolin-3-one). As a reaction SMILES: [F:1][C:2]1[CH:3]=[C:4]([CH2:9][C:10]([NH:12][C@H:13]([C:15]([OH:17])=O)[CH3:14])=[O:11])[CH:5]=[C:6]([F:8])[CH:7]=1.[NH2:18][CH:19]1[C:28]2[C:23](=[CH:24][CH:25]=[CH:26][CH:27]=2)[CH:22]([CH3:29])[NH:21][C:20]1=[O:30]>>[F:8][C:6]1[CH:5]=[C:4]([CH2:9][C:10]([NH:12][C@H:13]([C:15]([NH:18][CH:19]2[C:28]3[C:23](=[CH:24][CH:25]=[CH:26][CH:27]=3)[CH:22]([CH3:29])[NH:21][C:20]2=[O:30])=[O:17])[CH3:14])=[O:11])[CH:3]=[C:2]([F:1])[CH:7]=1. Procedure: Following General Procedure D above using N-(3,5-difluorophenylacetyl)-L-alanine (Example B) and 4-amino-1-methyl-1,2,3,4-tetrahydroisoquinoline-3-one (General Procedure 5-D), the title compound was prepared as a solid having a melting point of 205-206° C.